Task: describe an organic reaction: reactants, conditions, products, and yield. Dataset: the Open Reaction Database (ORD), a public repository of structured organic reaction records Reactants: BrC1=CC=C(C=O)C=C1 (4-bromobenzaldehyde), C(C)(=O)[O-].[K+] (potassium acetate), C(C)(=O)OCC (ethyl acetate), Cl (hydrochloric acid). Reagents/catalysts: [Br-].C(CCC)[N+](CCCC)(CCCC)CCCC (tetra-n-butylammonium bromide), C(C)(=O)[O-].[Pd+2].C(C)(=O)[O-] (palladium(II) acetate), C1(=CC=CC=C1)P(C1=CC=CC=C1)C1=CC=CC=C1 (triphenylphosphine). Run in CN(C=O)C (N,N-dimethylformamide), C(C=C)(=O)OCC (ethyl acrylate), O (water). Reaction conditions: temperature 90 celsius, time 2.5 hour. Yields the product C(=O)C1=CC=C(C=C1)/C=C/C(=O)OCC (ethyl (E)-3-(4-formylphenyl)-2-propenoate). RXN SMILES: Br[C:2]1[CH:9]=[CH:8][C:5]([CH:6]=[O:7])=[CH:4][CH:3]=1.[C:10]([O-])(=O)C.[K+].[C:15]([O:18][CH2:19][CH3:20])(=[O:17])[CH3:16].Cl>CN(C)C=O.C(OCC)(=O)C=C.[Br-].C([N+](CCCC)(CCCC)CCCC)CCC.C([O-])(=O)C.[Pd+2].C([O-])(=O)C.C1(P(C2C=CC=CC=2)C2C=CC=CC=2)C=CC=CC=1.O>[CH:6]([C:5]1[CH:8]=[CH:9][C:2](/[CH:10]=[CH:16]/[C:15]([O:18][CH2:19][CH3:20])=[O:17])=[CH:3][CH:4]=1)=[O:7] |f:1.2,7.8,9.10.11|. Procedure details: 5.00 g of 4-bromobenzaldehyde was dissolved in 100 mL of N,N-dimethylformamide, to which 2.9 mL of ethyl acrylate, 0.30 g of palladium(II) acetate, 0.35 g of triphenylphosphine, 13.20 g of potassium acetate, and 8.70 g of tetra-n-butylammonium bromide were added, and this solution was stirred for 2.5 hours at 90° C. The reaction mixture was added to a mixture of ethyl acetate and water, and adjusted to pH 2 with 6M hydrochloric acid, and the organic phase was separated therefrom. After the resul... Starting materials: C(#N)C1=CC=C(OC(C)C2=CC=C(C(=O)O)C=C2)C=C1 (4-(1-(4-cyanophenoxy)ethyl)benzoic acid), C(C)N=C=NCCCN(C)C (1-Ethyl-3-(3-dimethylaminopropyl)carbodiimide), ON1N=NC2=C1C=CC=C2 (1-Hydroxybenzotriazole), NCC=1C(=NC(=CC1C)C)O (3-(aminomethyl)-4,6-dimethylpyridin-2-ol). The solvent is ClCCl (dichloromethane), C(C)N(CC)CC (triethylamine), O (water). Conditions: temperature 25 celsius, time 0.5 hour. The product is C(#N)C1=CC=C(OC(C)C2=CC=C(C(=O)NCC=3C(=NC(=CC3C)C)O)C=C2)C=C1 (4-(1-(4-cyanophenoxy)ethyl)-N-((2-hydroxy-4,6-dimethylpyridin-3-yl)methyl)benzamide). Isolated yield 37.4%. RXN SMILES: [C:1]([C:3]1[CH:20]=[CH:19][C:6]([O:7][CH:8]([C:10]2[CH:18]=[CH:17][C:13]([C:14]([OH:16])=O)=[CH:12][CH:11]=2)[CH3:9])=[CH:5][CH:4]=1)#[N:2].C(N=C=NCCCN(C)C)C.ON1C2C=CC=CC=2N=N1.[NH2:42][CH2:43][C:44]1[C:45]([OH:52])=[N:46][C:47]([CH3:51])=[CH:48][C:49]=1[CH3:50]>ClCCl.O.C(N(CC)CC)C>[C:1]([C:3]1[CH:4]=[CH:5][C:6]([O:7][CH:8]([C:10]2[CH:11]=[CH:12][C:13]([C:14]([NH:42][CH2:43][C:44]3[C:45]([OH:52])=[N:46][C:47]([CH3:51])=[CH:48][C:49]=3[CH3:50])=[O:16])=[CH:17][CH:18]=2)[CH3:9])=[CH:19][CH:20]=1)#[N:2]. Reported procedure: A mixture of 4-(1-(4-cyanophenoxy)ethyl)benzoic acid (260 mg, 1 mmol), 1-Ethyl-3-(3-dimethylaminopropyl)carbodiimide (382 mg, 2 mmol), 1-Hydroxybenzotriazole (270 mg, 2 mmol), triethylamine (0.4 mL) in dichloromethane (55 mL) were stirred at 25° C. for 0.5 hour. Then 3-(aminomethyl)-4,6-dimethylpyridin-2-ol (152 mg, 1 mmol) was added to the above mixture. The mixture was stirred at 25° C. for 12 hours. To the mixture, water (10 mL) was added and the mixture was extracted with dichloromethane (50... Reactants: cupric oxide, NC=1C=CC(=C(C(=O)NCC2=CC=C(C=C2)C(F)(F)F)C1)OC (5-amino-2-methoxy-N-(4-trifluoromethylbenzyl)benzamide), solution, Br (hydrobromic acid), aqueous solution, N(=O)[O-].[Na+] (sodium nitrite), C(C=C)(=O)OC (methyl acrylate), ice-salt. Run in CC(=O)C (acetone), CO (methanol). Reaction conditions: temperature 30 celsius, time 10 minute. Product: BrC(C(=O)OC)CC1=CC(=C(C=C1)OC)C(NCC1=CC=C(C=C1)C(F)(F)F)=O (methyl 2-bromo-3-[4-methoxy-3-[N-(4-trifluoromethylbenzyl)]carbamoylphenyl]-propionate). RXN SMILES: N[C:2]1[CH:3]=[CH:4][C:5]([O:22][CH3:23])=[C:6]([CH:21]=1)[C:7]([NH:9][CH2:10][C:11]1[CH:16]=[CH:15][C:14]([C:17]([F:20])([F:19])[F:18])=[CH:13][CH:12]=1)=[O:8].[BrH:24].N([O-])=O.[Na+].[C:29]([O:33][CH3:34])(=[O:32])[CH:30]=[CH2:31]>CC(C)=O.CO>[Br:24][CH:30]([CH2:31][C:2]1[CH:3]=[CH:4][C:5]([O:22][CH3:23])=[C:6]([C:7](=[O:8])[NH:9][CH2:10][C:11]2[CH:16]=[CH:15][C:14]([C:17]([F:20])([F:19])[F:18])=[CH:13][CH:12]=2)[CH:21]=1)[C:29]([O:33][CH3:34])=[O:32] |f:2.3|. Procedure details: To a solution of 17.3 g of 5-amino-2-methoxy-N-(4-trifluoromethylbenzyl)benzamide in 170 ml of acetone and 85 ml of methanol were added 43 ml of 47% solution of hydrobromic acid and 17 ml of aqueous solution of 4.15 g of sodium nitrite under cooling with ice-salt, and the mixture was stirred for 10 minutes. To the reaction mixture were added 26 ml of methyl acrylate, and, after heated to 30° C., 1.04 g of cupric oxide were added little by little, and the mixture was stirred further for 1 hour at... Starting materials: C[C@@H]1CNCCN1C(=O)OC(C)(C)C, COC1=C(C=CC(=C1)Br)OCC2=CC=CC=C2. Reagents/catalysts: CC(C)(C)[O-].[Na+], C1=CC=C(C=C1)P(C2=CC=CC=C2)C3=C(C4=CC=CC=C4C=C3)C5=C(C=CC6=CC=CC=C65)P(C7=CC=CC=C7)C8=CC=CC=C8, C1=CC=C(C=C1)/C=C/C(=O)/C=C/C2=CC=CC=C2.C1=CC=C(C=C1)/C=C/C(=O)/C=C/C2=CC=CC=C2.C1=CC=C(C=C1)/C=C/C(=O)/C=C/C2=CC=CC=C2.[Pd].[Pd]. Solvent: CC1=CC=CC=C1. Conditions: temperature 80 celsius. The product is C[C@@H]1CN(CCN1)C2=CC(=C(C=C2)OCC3=CC=CC=C3)OC. Isolated yield 40.3%. Procedure details: To (R)-tert-butyl 2-methylpiperazine-1-carboxylate (0.717 g, 3.58 mmol), TRIS(DIBENZYLIDENEACETONE)DIPALLADIUM(0) (0.094 g, 0.10 mmol) and 2,2'-bis(diphenylphosphino)-1,1'-binaphthyl (0.085 g, 0.14 mmol) and Sodium tert-butoxide (0.459 g, 4.78 mmol) was added a solution of 1-(benzyloxy)-4-bromo-2-methoxybenzene (1 g, 3.41 mmol) in Toluene (25 mL). The reaction was heated to 80 °C for 18 hours. the reaction was allowed to cool to room temperature and diluted with dcm (50 ml). This was washed with... Reported procedure: 11.0 g (0.180 mol) of 2-aminoethanol was placed, in a nitrogen current, in a 0.3-l four-necked flask equipped with a nitrogen inlet tube, a dropping funnel, a reflux condenser, a thermometer and a mixing blade. Thereto was added 50 ml of acetonitrile, followed by stirring for dissolution. While the flask was being cooled with ice water, the flask contents were stirred. Thereto was dropwise added 50 ml of the above-obtained acetonitrile solution containing 3,5-dinitrophenyl isocyanate (compound 7... The reactants are NCCO (2-aminoethanol), C(C)#N (acetonitrile), C(C)#N (acetonitrile), ice water, [N+](=O)([O-])C=1C=C(C=C(C1)[N+](=O)[O-])N=C=O (3,5-dinitrophenyl isocyanate), [N+](=O)([O-])C=1C=C(C=C(C1)[N+](=O)[O-])N=C=O (3,5-dinitrophenyl isocyanate). Reaction SMILES: [NH2:1][CH2:2][CH2:3][OH:4].C(#N)C.[N+:8]([C:11]1[CH:12]=[C:13]([N:20]=[C:21]=[O:22])[CH:14]=[C:15]([N+:17]([O-:19])=[O:18])[CH:16]=1)([O-:10])=[O:9]>O>[N+:8]([C:11]1[CH:12]=[C:13]([NH:20][C:21]([NH:1][CH2:2][CH2:3][OH:4])=[O:22])[CH:14]=[C:15]([N+:17]([O-:19])=[O:18])[CH:16]=1)([O-:10])=[O:9]. The solvent is O (water). Yields the product [N+](=O)([O-])C=1C=C(C=C(C1)[N+](=O)[O-])NC(=O)NCCO (N-(3,5-dinitrophenyl)-N′-(2-hydroxyethyl)urea). The reactants are O=C([O-])[O-], CCN(C(C)C)C(C)C, O=C1c2c(-c3ccccc3F)noc2CCC1CCCCl, Clc1cccc(N2CCNCC2)c1, [I-], [K+], [K+], [K+], CN(C)C=O. The product is O=C1c2c(-c3ccccc3F)noc2CCC1CCCN1CCN(c2cccc(Cl)c2)CC1. As a reaction SMILES: [C:22](=[O:23])([O-:24])[O-:25].[CH:28]([N:29]([CH:30]([CH3:31])[CH3:32])[CH2:33][CH3:34])([CH3:35])[CH3:36].[Cl:1][CH2:2][CH2:3][CH2:4][CH:5]1[CH2:6][CH2:7][c:8]2[c:9]([c:10](-[c:13]3[c:14]([F:19])[cH:15][cH:16][cH:17][cH:18]3)[n:11][o:12]2)[C:20]1=[O:21].[Cl:37][c:38]1[cH:39][cH:40][cH:41][c:42]([N:44]2[CH2:45][CH2:46][NH:47][CH2:48][CH2:49]2)[cH:43]1.[I-:51].[K+:26].[K+:27].[K+:50].[O:52]=[CH:53][N:54]([CH3:55])[CH3:56]>>[CH2:2]([CH2:3][CH2:4][CH:5]1[CH2:6][CH2:7][c:8]2[c:9]([c:10](-[c:13]3[c:14]([F:19])[cH:15][cH:16][cH:17][cH:18]3)[n:11][o:12]2)[C:20]1=[O:21])[N:47]1[CH2:46][CH2:45][N:44]([c:42]2[cH:41][cH:40][cH:39][c:38]([Cl:37])[cH:43]2)[CH2:49][CH2:48]1. The reactants are CCO, Cl, Cl, [Na+], [OH-], CC(C)OC(=O)C1(c2cn3nc(NCCCN4CCC(OC(c5ccccc5)c5ccccc5)CC4)ccc3n2)CCCC1. Yields the product O=C(O)C1(c2cn3nc(NCCCN4CCC(OC(c5ccccc5)c5ccccc5)CC4)ccc3n2)CCCC1. As a reaction SMILES: [CH3:49][CH2:50][OH:51].[ClH:1].[ClH:2].[Na+:48].[OH-:47].[c:3]1([CH:9]([O:10][CH:11]2[CH2:12][CH2:13][N:14]([CH2:17][CH2:18][CH2:19][NH:20][c:21]3[cH:22][cH:23][c:24]4[n:25]([n:26]3)[cH:27][c:28]([C:30]3([C:35](=[O:36])[O:37][CH:38]([CH3:39])[CH3:40])[CH2:31][CH2:32][CH2:33][CH2:34]3)[n:29]4)[CH2:15][CH2:16]2)[c:41]2[cH:42][cH:43][cH:44][cH:45][cH:46]2)[cH:4][cH:5][cH:6][cH:7][cH:8]1>>[c:3]1([CH:9]([O:10][CH:11]2[CH2:12][CH2:13][N:14]([CH2:17][CH2:18][CH2:19][NH:20][c:21]3[cH:22][cH:23][c:24]4[n:25]([n:26]3)[cH:27][c:28]([C:30]3([C:35](=[O:36])[OH:37])[CH2:31][CH2:32][CH2:33][CH2:34]3)[n:29]4)[CH2:15][CH2:16]2)[c:41]2[cH:42][cH:43][cH:44][cH:45][cH:46]2)[cH:4][cH:5][cH:6][cH:7][cH:8]1. The reactants are CC(C)(C)[O-], CI, CC(C)(C)O, CCC(C)(C)Cc1cn(C(c2ccccc2)(c2ccccc2)c2ccccc2)c(CC(O)c2ccc(-c3ccc(F)cn3)cc2)n1, [K+]. RXN SMILES: [CH3:1][C:2]([CH3:3])([O-:4])[CH3:5].[CH3:53][I:54].[CH3:55][C:56]([OH:57])([CH3:58])[CH3:59].[CH3:7][C:8]([CH2:9][c:10]1[n:11][c:12]([CH2:34][CH:35]([OH:36])[c:37]2[cH:38][cH:39][c:40](-[c:43]3[n:44][cH:45][c:46]([F:49])[cH:47][cH:48]3)[cH:41][cH:42]2)[n:13]([C:15]([c:16]2[cH:17][cH:18][cH:19][cH:20][cH:21]2)([c:22]2[cH:23][cH:24][cH:25][cH:26][cH:27]2)[c:28]2[cH:29][cH:30][cH:31][cH:32][cH:33]2)[cH:14]1)([CH2:50][CH3:51])[CH3:52].[K+:6]>>[CH3:1][O:36][CH:35]([CH2:34][c:12]1[n:11][c:10]([CH2:9][C:8]([CH3:7])([CH2:50][CH3:51])[CH3:52])[cH:14][n:13]1[C:15]([c:16]1[cH:17][cH:18][cH:19][cH:20][cH:21]1)([c:22]1[cH:23][cH:24][cH:25][cH:26][cH:27]1)[c:28]1[cH:29][cH:30][cH:31][cH:32][cH:33]1)[c:37]1[cH:38][cH:39][c:40](-[c:43]2[n:44][cH:45][c:46]([F:49])[cH:47][cH:48]2)[cH:41][cH:42]1. Yields the product CCC(C)(C)Cc1cn(C(c2ccccc2)(c2ccccc2)c2ccccc2)c(CC(OC)c2ccc(-c3ccc(F)cn3)cc2)n1.